The task is: describe an organic reaction: reactants, conditions, products, and yield. This data is from the Open Reaction Database (ORD), a public repository of structured organic reaction records. Starting materials: CC(C)CCON=O, CN(C)C=O, CCOC(=O)c1cn(C2CC2F)c2c(OC)c(F)c(N)c([N+](=O)[O-])c2c1=O, O. Yields the product CCOC(=O)c1cn(C2CC2F)c2c(OC)c(F)cc([N+](=O)[O-])c2c1=O. RXN SMILES: [CH3:1][CH:2]([CH2:3][CH2:4][O:5][N:6]=[O:7])[CH3:8].[CH3:37][N:38]([CH3:39])[CH:40]=[O:41].[NH2:9][c:10]1[c:11]([N+:33](=[O:34])[O-:35])[c:12]2[c:13](=[O:32])[c:14]([C:27](=[O:28])[O:29][CH2:30][CH3:31])[cH:15][n:16]([CH:23]3[CH:24]([F:26])[CH2:25]3)[c:17]2[c:18]([O:21][CH3:22])[c:19]1[F:20].[OH2:36]>>[cH:10]1[c:11]([N+:33](=[O:34])[O-:35])[c:12]2[c:13](=[O:32])[c:14]([C:27](=[O:28])[O:29][CH2:30][CH3:31])[cH:15][n:16]([CH:23]3[CH:24]([F:26])[CH2:25]3)[c:17]2[c:18]([O:21][CH3:22])[c:19]1[F:20]. Starting materials: ClCCl, O=C=Nc1ccccc1, OCCNCCO. The product is O=C(Nc1ccccc1)N(CCO)CCO. RXN SMILES: [Cl:17][CH2:18][Cl:19].[O:8]=[C:9]=[N:10][c:11]1[cH:12][cH:13][cH:14][cH:15][cH:16]1.[OH:1][CH2:2][CH2:3][NH:4][CH2:5][CH2:6][OH:7]>>[OH:1][CH2:2][CH2:3][N:4]([CH2:5][CH2:6][OH:7])[C:9](=[O:8])[NH:10][c:11]1[cH:12][cH:13][cH:14][cH:15][cH:16]1. Starting materials: C([O-])([O-])=O.[K+].[K+] (potassium carbonate), IC (iodomethane), OC1=CC=C(C=C1)CCCI (3-(4-hydroxyphenyl)-1-iodopropane). Run in CC(=O)C (acetone). Run at temperature 70 celsius. Yields the product COC1=CC=C(C=C1)CCCI (3-(4-methoxyphenyl)-1-iodopropane). Yield: 73.6%. Reaction SMILES: [C:1](=O)([O-])[O-].[K+].[K+].IC.[OH:9][C:10]1[CH:15]=[CH:14][C:13]([CH2:16][CH2:17][CH2:18][I:19])=[CH:12][CH:11]=1>CC(C)=O>[CH3:1][O:9][C:10]1[CH:15]=[CH:14][C:13]([CH2:16][CH2:17][CH2:18][I:19])=[CH:12][CH:11]=1 |f:0.1.2|. Reported procedure: Anhydrous potassium carbonate (4.14 g, 30.0 mmol), iodomethane (3.74 mL, 60.0 mmol), and 3-(4-hydroxyphenyl)-1-iodopropane (1.58 g, 6.0 mmol) were added to acetone (25 mL) at rt. The mixture was heated to 70° C. for 8 h. The resulting solution was gravity filtered to remove salts and the filtrate was concentrated in vacuo to afford 3-(4-methoxyphenyl)-1-iodopropane (1.22 g, 73%). Reactants: CC(C(=O)O)(C)F (2-methyl-2-fluoropropionic acid), 1′1′-carbonyldiimidazole, ON=C(N)C12CCC(CC1)(CC2)C2=NN=C(N2C)C2=C(C=CC=C2)C(F)(F)F (N′-hydroxy-4-{4-methyl-5-[2-(trifluoromethyl)phenyl]-4H-1,2,4-triazol-3-yl}bicyclo[2.2.2]octane-1-carboximidamide). Solvent: CN(C)C=O (DMF). Run at temperature 100 celsius, time 8 hour. Yields the product FC(C)(C)C1=NC(=NO1)C12CCC(CC1)(CC2)C2=NN=C(N2C)C2=C(C=CC=C2)C(F)(F)F (5-(1-fluoro-1-methylethyl)-3-(4-{4-methyl-5-[2-(trifluoromethyl)phenyl]-4H-1,2,4-triazol-3-yl}bicyclo[2.2.2]oct-1-yl)-1,2,4-oxadiazole). As a reaction SMILES: [CH3:1][C:2]([F:7])([CH3:6])[C:3](O)=[O:4].O[N:9]=[C:10]([C:12]12[CH2:19][CH2:18][C:15]([C:20]3[N:24]([CH3:25])[C:23]([C:26]4[CH:31]=[CH:30][CH:29]=[CH:28][C:27]=4[C:32]([F:35])([F:34])[F:33])=[N:22][N:21]=3)([CH2:16][CH2:17]1)[CH2:14][CH2:13]2)[NH2:11]>CN(C=O)C>[F:7][C:2]([C:3]1[O:4][N:11]=[C:10]([C:12]23[CH2:19][CH2:18][C:15]([C:20]4[N:24]([CH3:25])[C:23]([C:26]5[CH:31]=[CH:30][CH:29]=[CH:28][C:27]=5[C:32]([F:35])([F:34])[F:33])=[N:22][N:21]=4)([CH2:16][CH2:17]2)[CH2:14][CH2:13]3)[N:9]=1)([CH3:6])[CH3:1]. Reported procedure: A solution of 2-methyl-2-fluoropropionic acid (108 mg, 1.02 mmol) and 1′1′-carbonyldiimidazole (144 mg, 0.888 mmol) in anhydrous DMF (2.5 ml) was stirred at room temperature under nitrogen atmosphere for 30 min. To this was added N′-Hydroxy-4-{4-methyl-5-[2-(trifluoromethyl)phenyl]-4H-1,2,4-triazol-3-yl}bicyclo[2.2.2]octane-1-carboximidamide (1-G) (139.5 mg, 0.355 mmol) and the solution stirred overnight under N2. The reaction was heated for 1.5 hr at 100° C. in a heat block. DMF was removed in ...